This data is from the Open Reaction Database (ORD), a public repository of structured organic reaction records. The task is: describe an organic reaction: reactants, conditions, products, and yield Reactants: OC1=CC=C(C=C1)N1C=NC=C1 (1-(4-hydroxyphenyl)imidazole), ClCC=1N=C(OC1)\C=C\C1=CC=CC=C1 (4-chloromethyl-2-[(E)-2-phenylethenyl]oxazole). Yields the product N1(C=NC=C1)C1=CC=C(OCC=2N=C(OC2)\C=C\C2=CC=CC=C2)C=C1 (4-[4-(1-imidazolyl)phenoxymethyl]-2-[(E)-2-phenylethenyl]oxazole). Isolated yield 68.0%. As a reaction SMILES: [OH:1][C:2]1[CH:7]=[CH:6][C:5]([N:8]2[CH:12]=[CH:11][N:10]=[CH:9]2)=[CH:4][CH:3]=1.Cl[CH2:14][C:15]1[N:16]=[C:17](/[CH:20]=[CH:21]/[C:22]2[CH:27]=[CH:26][CH:25]=[CH:24][CH:23]=2)[O:18][CH:19]=1>>[N:8]1([C:5]2[CH:4]=[CH:3][C:2]([O:1][CH2:14][C:15]3[N:16]=[C:17](/[CH:20]=[CH:21]/[C:22]4[CH:27]=[CH:26][CH:25]=[CH:24][CH:23]=4)[O:18][CH:19]=3)=[CH:7][CH:6]=2)[CH:12]=[CH:11][N:10]=[CH:9]1. Procedure details: In substantially the same manner as in Working Example 37, 1-(4-hydroxyphenyl)imidazole was allowed to react with 4-chloromethyl-2-[(E)-2-phenylethenyl]oxazole to give 4-[4-(1-imidazolyl)phenoxymethyl]-2-[(E)-2-phenylethenyl]oxazole. The yield was 68%. Recrystallization from ethyl acetate-hexane gave colorless prisms, mp 160-162° C. Reactants: C(C)(C)(C)OC(=O)NCCOC1=NOC(=C1)C1=CC=CC=C1 (3-(2-(N-tert-Butoxycarbonylamino)ethoxy)-5-phenylisoxazole), C(CC)I (propyl iodide). Yields the product C(C)(C)(C)OC(=O)NCCOC1=NOC(=C1CCC)C1=CC=CC=C1 (3-(2-(N-tert-Butoxycarbonylamino)ethoxy)-5-phenyl-4-propylisoxazole). The yield is 65.0%. As a reaction SMILES: [C:1]([O:5][C:6]([NH:8][CH2:9][CH2:10][O:11][C:12]1[CH:16]=[C:15]([C:17]2[CH:22]=[CH:21][CH:20]=[CH:19][CH:18]=2)[O:14][N:13]=1)=[O:7])([CH3:4])([CH3:3])[CH3:2].[CH2:23](I)[CH2:24][CH3:25]>>[C:1]([O:5][C:6]([NH:8][CH2:9][CH2:10][O:11][C:12]1[C:16]([CH2:23][CH2:24][CH3:25])=[C:15]([C:17]2[CH:22]=[CH:21][CH:20]=[CH:19][CH:18]=2)[O:14][N:13]=1)=[O:7])([CH3:4])([CH3:2])[CH3:3]. Reported procedure: 3-(2-(N-tert-Butoxycarbonylamino)ethoxy)-5-phenylisoxazole (0.3 g) and propyl iodide (0.29 ml) were subjected to reaction and post-treatment in a similar manner to that described in Example 14(a) to obtain the title compound (0.22 g, 65%) as a colorless oil. Reactants: FC1=CC=C(C=C1)C1=NOC(=C1COC=1C=C(N(N1)C)C(=O)O)C (5-[3-(4-fluoro-phenyl)-5-methyl-isoxazol-4-ylmethoxy]-2-methyl-2H-pyrazole-3-carboxylic acid), NCC(C)(O)C (1-amino-2-methyl-propan-2-ol). The product is OC(CNC(=O)C=1N(N=C(C1)OCC=1C(=NOC1C)C1=CC=C(C=C1)F)C)(C)C (5-[3-(4-Fluoro-phenyl)-5-methyl-isoxazol-4-ylmethoxy]-2-methyl-2H-pyrazole-3-carboxylic acid (2-hydroxy-2-methyl-propyl)-amide). The yield is 65.0%. Reaction SMILES: [F:1][C:2]1[CH:7]=[CH:6][C:5]([C:8]2[C:12]([CH2:13][O:14][C:15]3[CH:16]=[C:17]([C:21](O)=[O:22])[N:18]([CH3:20])[N:19]=3)=[C:11]([CH3:24])[O:10][N:9]=2)=[CH:4][CH:3]=1.[NH2:25][CH2:26][C:27]([CH3:30])([OH:29])[CH3:28]>>[OH:29][C:27]([CH3:30])([CH3:28])[CH2:26][NH:25][C:21]([C:17]1[N:18]([CH3:20])[N:19]=[C:15]([O:14][CH2:13][C:12]2[C:8]([C:5]3[CH:6]=[CH:7][C:2]([F:1])=[CH:3][CH:4]=3)=[N:9][O:10][C:11]=2[CH3:24])[CH:16]=1)=[O:22]. Reported procedure: As described for example 55, 5-[3-(4-fluoro-phenyl)-5-methyl-isoxazol-4-ylmethoxy]-2-methyl-2H-pyrazole-3-carboxylic acid (100 mg, 0.3 mmol) was converted, using 1-amino-2-methyl-propan-2-ol instead of 2-amino-2-methyl-1-propanol, to the title compound (79 mg, 65%) which was obtained as a colorless gum. MS: m/e=403.2 [M+H]+. Starting materials: CO, N#CCCn1c(CCCOC2CCCCO2)nc2ccccc21, O, Cc1ccc(S(=O)(=O)O)cc1. The product is N#CCCn1c(CCCO)nc2ccccc21. As a reaction SMILES: [CH3:36][OH:37].[O:1]1[CH2:2][CH2:3][CH2:4][CH2:5][CH:6]1[O:7][CH2:8][CH2:9][CH2:10][c:11]1[n:12][c:13]2[c:14]([n:15]1[CH2:16][CH2:17][C:18]#[N:19])[cH:20][cH:21][cH:22][cH:23]2.[OH2:24].[c:25]1([CH3:26])[cH:27][cH:28][c:29]([S:30]([OH:31])(=[O:32])=[O:33])[cH:34][cH:35]1>>[OH:7][CH2:8][CH2:9][CH2:10][c:11]1[n:12][c:13]2[c:14]([n:15]1[CH2:16][CH2:17][C:18]#[N:19])[cH:20][cH:21][cH:22][cH:23]2. Starting materials: CNC(=O)CCl, O=C(c1c[nH]c2cc(Cl)ccc12)C(F)(F)F, [H-], [Na+], CN(C)C=O. Product: CNC(=O)Cn1cc(C(=O)C(F)(F)F)c2ccc(Cl)cc21. Reaction SMILES: [Cl:19][CH2:20][C:21](=[O:22])[NH:23][CH3:24].[Cl:1][c:2]1[cH:3][cH:4][c:5]2[c:6]([C:11]([C:12]([F:13])([F:14])[F:15])=[O:16])[cH:7][nH:8][c:9]2[cH:10]1.[H-:18].[Na+:17].[O:25]=[CH:26][N:27]([CH3:28])[CH3:29]>>[Cl:1][c:2]1[cH:3][cH:4][c:5]2[c:6]([C:11]([C:12]([F:13])([F:14])[F:15])=[O:16])[cH:7][n:8]([CH2:20][C:21](=[O:22])[NH:23][CH3:24])[c:9]2[cH:10]1. The reactants are ClC1=C(C=CC(=C1)F)C1=C(C(=NN1C)C)N (5-(2-chloro-4-fluorophenyl)-1,3-dimethyl-1H-pyrazol-4-amine), ClC1=C(C=CC(=C1)F)C1=C(C(=NN1C)C)N (5-(2-chloro-4-fluorophenyl)-1,3-dimethyl-1H-pyrazol-4-amine), ClC1=CC(=C(C=C1)I)F (4-chloro-2-fluoroiodobenzene), CC(C)([O-])C.[Na+] (sodium tert-butoxide). The reagents and catalysts are Cl[Pd]Cl.C1(=CC=CC=C1)P([C-]1C=CC=C1)C1=CC=CC=C1.[C-]1(C=CC=C1)P(C1=CC=CC=C1)C1=CC=CC=C1.[Fe+2] ([1,1′-bis(diphenylphosphino)ferrocene]-dichloropalladium(II)). Solvent: C1(=CC=CC=C1)C (toluene). Run at temperature 180 celsius. The product is ClC1=CC(=C(C=C1)C1(C(=NN(C1C1=C(C=C(C=C1)F)Cl)C)C)N)F (4-(4-chloro-2-fluorophenyl)-5-(2-chloro-4-fluorophenyl)-1,3-dimethyl-1H-pyrazol-4-amine). As a reaction SMILES: [Cl:1][C:2]1[CH:7]=[C:6]([F:8])[CH:5]=[CH:4][C:3]=1[C:9]1[N:13]([CH3:14])[N:12]=[C:11]([CH3:15])[C:10]=1[NH2:16].[Cl:17][C:18]1[CH:23]=[CH:22][C:21](I)=[C:20]([F:25])[CH:19]=1.CC(C)([O-])C.[Na+]>C1(C)C=CC=CC=1.Cl[Pd]Cl.C1(P(C2C=CC=CC=2)[C-]2C=CC=C2)C=CC=CC=1.[C-]1(P(C2C=CC=CC=2)C2C=CC=CC=2)C=CC=C1.[Fe+2]>[Cl:17][C:18]1[CH:23]=[CH:22][C:21]([C:10]2([NH2:16])[CH:9]([C:3]3[CH:4]=[CH:5][C:6]([F:8])=[CH:7][C:2]=3[Cl:1])[N:13]([CH3:14])[N:12]=[C:11]2[CH3:15])=[C:20]([F:25])[CH:19]=1 |f:2.3,5.6.7.8|. Procedure: A mixture of 5-(2-chloro-4-fluorophenyl)-1,3-dimethyl-1H-pyrazol-4-amine (i.e. the product of Step F) (7.07 g, 23.8 mmol), 4-chloro-2-fluoroiodobenzene (256 μL, 2.0 mmol), sodium tert-butoxide (0.192 g, 2.0 mmol) and [1,1′-bis(diphenylphosphino)ferrocene]-dichloropalladium(II) (0.117 g, 0.16 mmol) in toluene (5 mL) was heated at 180° C. in a Biotage Initiator™ microwave apparatus for 1 h. The resulting material was purified by flash chromatography on a silica gel (40 g), Varian Bond Elute SI® co... Reactants: NC1=C(C=C(C(=N1)N1C=C(C(C2=CC(=C(C(=C12)Br)F)F)=O)C(=O)O)F)F (1-(6-Amino-3,5-difluoropyridin-2-yl)-8-bromo-6,7-difluoro-4-oxo-1,4-dihydroquinoline-3-carboxylic acid), aqueous solution, CN (methylamine). Run in N1=CC=CC=C1 (pyridine). Run at time 2 hour. Yields the product NC1=C(C=C(C(=N1)N1C=C(C(C2=CC(=C(C(=C12)Br)NC)F)=O)C(=O)O)F)F (1-(6-Amino-3,5-difluoropyridin-2-yl)-8-bromo-6-fluoro-7-methylamino-4-oxo-1,4-dihydroquinoline-3-carboxylic Acid). As a reaction SMILES: [NH2:1][C:2]1[N:7]=[C:6]([N:8]2[C:17]3[C:12](=[CH:13][C:14]([F:20])=[C:15](F)[C:16]=3[Br:18])[C:11](=[O:21])[C:10]([C:22]([OH:24])=[O:23])=[CH:9]2)[C:5]([F:25])=[CH:4][C:3]=1[F:26].[CH3:27][NH2:28]>N1C=CC=CC=1>[NH2:1][C:2]1[N:7]=[C:6]([N:8]2[C:17]3[C:12](=[CH:13][C:14]([F:20])=[C:15]([NH:28][CH3:27])[C:16]=3[Br:18])[C:11](=[O:21])[C:10]([C:22]([OH:24])=[O:23])=[CH:9]2)[C:5]([F:25])=[CH:4][C:3]=1[F:26]. Reported procedure: 1-(6-Amino-3,5-difluoropyridin-2-yl)-8-bromo-6,7-difluoro-4-oxo-1,4-dihydroquinoline-3-carboxylic acid (200 mg) and a 40% aqueous solution (230 mg) of methylamine were added to pyridine (620 mag), and the mixture was stirred at room temperature for 2 hours. The solvent was distilled off under reduced pressure, and ethanol (2 ml) was added to the residue. Deposits were collected by filtration and washed successively with ethanol and diisopropyl ether to obtain the title compound (103 mg) as a col... Yields the product CNC(C1=CC=C(C=C1)N1CCN(CC1)CC1=CC2=C(OC(C(N2)=O)C)C(=C1)C1=CC=CC=C1)=O (N-Methyl-4-(4-((2-methyl-3-oxo-8-phenyl-3,4-dihydro-2H-benzo[b][1,4]oxazin-6-yl)methyl)piperazin-1-yl)benzamide). RXN SMILES: [CH3:1][CH:2]1[O:7][C:6]2[C:8]([C:14]3[CH:19]=[CH:18][CH:17]=[CH:16][CH:15]=3)=[CH:9][C:10]([CH:12]=O)=[CH:11][C:5]=2[NH:4][C:3]1=[O:20].[CH3:21][NH:22][C:23](=[O:36])[C:24]1[CH:29]=[CH:28][C:27]([N:30]2[CH2:35][CH2:34][NH:33][CH2:32][CH2:31]2)=[CH:26][CH:25]=1>>[CH3:21][NH:22][C:23](=[O:36])[C:24]1[CH:25]=[CH:26][C:27]([N:30]2[CH2:35][CH2:34][N:33]([CH2:12][C:10]3[CH:9]=[C:8]([C:14]4[CH:19]=[CH:18][CH:17]=[CH:16][CH:15]=4)[C:6]4[O:7][CH:2]([CH3:1])[C:3](=[O:20])[NH:4][C:5]=4[CH:11]=3)[CH2:32][CH2:31]2)=[CH:28][CH:29]=1. Procedure details: Using 349A and N-methyl-4-(piperazin-1-yl)benzamide 282 in the general procedure for reductive aminations, the title compound was obtained as a white solid: 1H NMR (400 MHz, DMSO-d6) δ ppm 1.40 (d, J=6.82 Hz, 3H) 2.51-2.57 (m, 4H) 2.73 (d, J=4.55 Hz, 3H) 3.18-3.29 (m, 4H) 3.48 (s, 2H) 4.70 (q, J=6.65 Hz, 1H) 6.90-6.96 (m, 4H) 7.32-7.37 (m, 1H) 7.41-7.46 (m, 2H) 7.51-7.56 (m, 2H) 7.66-7.72 (m, 2H) 8.13 (q, J=4.38 Hz, 1H) 10.71 (s, 1H). ESI-MS: m/z 471.4 (M+H)+. mp=184.9-188.9° C. Starting materials: CC1C(NC2=C(O1)C(=CC(=C2)C=O)C2=CC=CC=C2)=O (2-Methyl-3-oxo-8-phenyl-3,4-dihydro-2H-benzo[b][1,4]oxazine-6-carbaldehyde), CNC(C1=CC=C(C=C1)N1CCNCC1)=O (N-methyl-4-(piperazin-1-yl)benzamide). Starting materials: CN(C=O)C (N,N-dimethylformamide), S(=O)(=O)(C1=CC=C(C)C=C1)OC1CN(C1)C(=O)OC(C)(C)C (tert-butyl 3-(tosyloxy)azetidine-1-carboxylate), FC1=CC=C(C=C1)O (4-fluorophenol), C([O-])([O-])=O.[Cs+].[Cs+] (cesium carbonate), resultant mixture. The solvent is C(C)(=O)OCC (ethyl acetate), O (water). Yields the product FC1=CC=C(OC2CN(C2)C(=O)OC(C)(C)C)C=C1 (tert-Butyl 3-(4-fluorophenoxy)azetidine-1-carboxylate). The yield is 72.9%. Reaction SMILES: CN(C)C=O.S([O:16][CH:17]1[CH2:20][N:19]([C:21]([O:23][C:24]([CH3:27])([CH3:26])[CH3:25])=[O:22])[CH2:18]1)(C1C=CC(C)=CC=1)(=O)=O.[F:28][C:29]1[CH:34]=[CH:33][C:32](O)=[CH:31][CH:30]=1.C(=O)([O-])[O-].[Cs+].[Cs+]>C(OCC)(=O)C.O>[F:28][C:29]1[CH:34]=[CH:33][C:32]([O:16][CH:17]2[CH2:18][N:19]([C:21]([O:23][C:24]([CH3:25])([CH3:26])[CH3:27])=[O:22])[CH2:20]2)=[CH:31][CH:30]=1 |f:3.4.5|. Procedure details: An N,N-dimethylformamide solution (1.5 mL) of tert-butyl 3-(tosyloxy)azetidine-1-carboxylate (164 mg, 0.50 mmol), 4-fluorophenol (67.3 mg, 0.60 mmol), and cesium carbonate (116 mg, 0.60 mmol) was stirred at 80° C. for 16 hours. After completion of the reaction, water was added to the reaction solution and extraction with ethyl acetate from the resultant mixture was performed three times. The organic layer was washed with brine, dried over anhydrous sodium sulfate, and concentrated under reduced ... Reactants: FC1=CC=C(C=O)C=C1 (4-fluorobenzaldehyde), CSC1=CC=C(C[Mg]Cl)C=C1 (4-(methylthio)benzylmagnesium chloride), NH4OAc. Run in C1CCOC1 (THF). Conditions: temperature -78 celsius, time 10 minute. Product: FC1=CC=C(C=C1)C(CC1=CC=C(C=C1)SC)O (1-(4-Fluorophenyl)-2-(4-(methylthio)phenyl)ethanol). Isolated yield 24.3%. Reaction SMILES: [F:1][C:2]1[CH:9]=[CH:8][C:5]([CH:6]=[O:7])=[CH:4][CH:3]=1.[CH3:10][S:11][C:12]1[CH:20]=[CH:19][C:15]([CH2:16][Mg]Cl)=[CH:14][CH:13]=1>C1COCC1>[F:1][C:2]1[CH:9]=[CH:8][C:5]([CH:6]([OH:7])[CH2:16][C:15]2[CH:19]=[CH:20][C:12]([S:11][CH3:10])=[CH:13][CH:14]=2)=[CH:4][CH:3]=1. Procedure details: A solution of 4-fluorobenzaldehyde (70 mL, 660 mmol) in THF (150 mL) was added to a cold (-78° C.) solution of 4-(methylthio)benzylmagnesium chloride (660 mmol in 1 L of ether) (J.Org. Chem. 42, 19 14, 1977). The mixture was stirred at -78° C. for 10 min then warmed to 0° C. NH4OAc was added and the mixture was extracted with EtOAc. The EtOAc extracts were washed with brine, dried over MgSO4, filtered and concentrated to an oil. Chromatography of the oil on silica gel (eluted with 2.5 % EtOAc/to...